Dataset: the Open Reaction Database (ORD), a public repository of structured organic reaction records. Task: describe an organic reaction: reactants, conditions, products, and yield Reactants: C(C1=CC=CC=C1)OC(=O)OC1(C(OCC2=C1C=C1C=3N=C4C(=C(C3CN1C2=O)CC[Si](CCCOC(=O)C2CCC2)(C)C)C=CC=C4)=O)CC (Cyclobutanecarboxylic acid 3-{[2-(4-benzyloxycarbonyloxy-4-ethyl-3,13-dioxo-3,4,12,13-tetrahydro-1H-2-oxa-6,12a-diaza-dibenzo[b,h]fluoren-11-yl)-ethyl]-dimethyl-silanyl}-propyl ester), [H][H] (hydrogen). Reagents/catalysts: [Pd] (palladium on carbon). Run in C(C)O (ethanol). Product: C(C)C1(C(OCC2=C1C=C1C=3N=C4C(=C(C3CN1C2=O)CC[Si](CCCOC(=O)C2CCC2)(C)C)C=CC=C4)=O)O (Cyclobutanecarboxylic acid 3-{[2-(4-ethyl-4-hydroxy-3,13-dioxo-3,4,12,13-tetrahydro-1H-2-oxa-6,12a-diaza-dibenzo[b,h]fluoren-11-yl)-ethyl]-dimethyl-silanyl}-propyl ester). As a reaction SMILES: C(OC([O:11][C:12]1([CH2:50][CH3:51])[C:17]2[CH:18]=[C:19]3[N:27]([C:28](=[O:29])[C:16]=2[CH2:15][O:14][C:13]1=[O:49])[CH2:26][C:25]1[C:24]([CH2:30][CH2:31][Si:32]([CH3:44])([CH3:43])[CH2:33][CH2:34][CH2:35][O:36][C:37]([CH:39]2[CH2:42][CH2:41][CH2:40]2)=[O:38])=[C:23]2[CH:45]=[CH:46][CH:47]=[CH:48][C:22]2=[N:21][C:20]3=1)=O)C1C=CC=CC=1.[H][H]>[Pd].C(O)C>[CH2:50]([C:12]1([OH:11])[C:17]2[CH:18]=[C:19]3[N:27]([C:28](=[O:29])[C:16]=2[CH2:15][O:14][C:13]1=[O:49])[CH2:26][C:25]1[C:24]([CH2:30][CH2:31][Si:32]([CH3:44])([CH3:43])[CH2:33][CH2:34][CH2:35][O:36][C:37]([CH:39]2[CH2:42][CH2:41][CH2:40]2)=[O:38])=[C:23]2[CH:45]=[CH:46][CH:47]=[CH:48][C:22]2=[N:21][C:20]3=1)[CH3:51]. Procedure details: A mixture of Compound 61 (70 mg, 0.1 mmol), 10% palladium on carbon (20 mg, 20%) in 20 mL of ethanol was hydrogenated for 18 hours at a balloon pressure of hydrogen at 21° C. The catalyst was removed by filtration over celite and the filtrate was evaporated to give a crude product, which was chromatographed to give the desired product.